This data is from the Open Reaction Database (ORD), a public repository of structured organic reaction records. The task is: describe an organic reaction: reactants, conditions, products, and yield Starting materials: CN(Cc1ccc(Oc2ccc(Br)cc2)cc1)CC1CCCN1C(=O)OC(C)(C)C, Cl, C1COCCO1. The product is CN(Cc1ccc(Oc2ccc(Br)cc2)cc1)CC1CCCN1. Reaction SMILES: [CH3:1][N:2]([CH2:3][c:4]1[cH:5][cH:6][c:7]([O:10][c:11]2[cH:12][cH:13][c:14]([Br:17])[cH:15][cH:16]2)[cH:8][cH:9]1)[CH2:18][CH:19]1[N:20]([C:24]([O:25][C:26]([CH3:27])([CH3:28])[CH3:29])=[O:30])[CH2:21][CH2:22][CH2:23]1.[ClH:31].[O:32]1[CH2:33][CH2:34][O:35][CH2:36][CH2:37]1>>[CH3:1][N:2]([CH2:3][c:4]1[cH:5][cH:6][c:7]([O:10][c:11]2[cH:12][cH:13][c:14]([Br:17])[cH:15][cH:16]2)[cH:8][cH:9]1)[CH2:18][CH:19]1[NH:20][CH2:21][CH2:22][CH2:23]1. The reactants are C1CCOC1, CCO, NN, O=[N+]([O-])c1cc(NCCN2CCOCC2)c2occc2c1, O. Product: Nc1cc(NCCN2CCOCC2)c2occc2c1. RXN SMILES: [CH2:28]1[O:29][CH2:30][CH2:31][CH2:32]1.[CH3:22][CH2:23][OH:24].[NH2:26][NH2:27].[O:1]1[CH2:2][CH2:3][N:4]([CH2:7][CH2:8][NH:9][c:10]2[cH:11][c:12]([N+:19]([O-:20])=[O:21])[cH:13][c:14]3[cH:15][cH:16][o:17][c:18]23)[CH2:5][CH2:6]1.[OH2:25]>>[O:1]1[CH2:2][CH2:3][N:4]([CH2:7][CH2:8][NH:9][c:10]2[cH:11][c:12]([NH2:19])[cH:13][c:14]3[cH:15][cH:16][o:17][c:18]23)[CH2:5][CH2:6]1. The reactants are C(CCCCC)(=O)Cl (Hexanoyl chloride), NC=1C=CC2=C(N(CCO2)CC=2C=C(C(=O)OC)C=CC2)C1 (methyl 3-(6-amino-2,3-dihydrobenz-1,4-oxazin-4-ylmethyl)benzoate), CN1CCOCC1 (N-methylmorpholine). Reported procedure: Hexanoyl chloride (0.135 g.) was added dropwise to a stirred solution of methyl 3-(6-amino-2,3-dihydrobenz-1,4-oxazin-4-ylmethyl)benzoate (X) (0.3 g.), and N-methylmorpholine (0.101 g.) in dichloromethane (30 ml.). After 0.5 hours, the mixture was diluted with dichloromethane, washed with water, dried (MgSO4) and evaporated to give an oil which was filtered through a short column of silica gel using 35:65 v/v ethyl acetate:hexane to give the title compound as a syrup; partial NMR (80 MHz, CDCl3)... RXN SMILES: [C:1](Cl)(=[O:7])[CH2:2][CH2:3][CH2:4][CH2:5][CH3:6].[NH2:9][C:10]1[CH:11]=[CH:12][C:13]2[O:18][CH2:17][CH2:16][N:15]([CH2:19][C:20]3[CH:21]=[C:22]([CH:27]=[CH:28][CH:29]=3)[C:23]([O:25][CH3:26])=[O:24])[C:14]=2[CH:30]=1.CN1CCOCC1>ClCCl>[C:1]([NH:9][C:10]1[CH:11]=[CH:12][C:13]2[O:18][CH2:17][CH2:16][N:15]([CH2:19][C:20]3[CH:21]=[C:22]([CH:27]=[CH:28][CH:29]=3)[C:23]([O:25][CH3:26])=[O:24])[C:14]=2[CH:30]=1)(=[O:7])[CH2:2][CH2:3][CH2:4][CH2:5][CH3:6]. Reaction conditions: time 0.5 hour. The product is C(CCCCC)(=O)NC=1C=CC2=C(N(CCO2)CC=2C=C(C(=O)OC)C=CC2)C1 (Methyl 3-(6-hexanamido-2,3-dihydrobenz-1,4-oxazin-4-ylmethyl)benzoate). Solvent: ClCCl (dichloromethane), ClCCl (dichloromethane). Procedure details: To 2-acetylthiomethyl-3-(2-methylphenyl)propionic acid (1.80 g, 7.0 mmol) in toluene (50 ml) add thionyl chloride (1.25 g, 10.5 mmol). Stir 18 hr, concentrate, dilute with toluene, concentrate, and repeat to obtain 2-acetylthiomethyl-3-(2-methylphenyl)propionyl chloride, a yellow liquid. Reaction SMILES: [C:1]([S:4][CH2:5][CH:6]([CH2:10][C:11]1[CH:16]=[CH:15][CH:14]=[CH:13][C:12]=1[CH3:17])[C:7](O)=[O:8])(=[O:3])[CH3:2].S(Cl)([Cl:20])=O>C1(C)C=CC=CC=1>[C:1]([S:4][CH2:5][CH:6]([CH2:10][C:11]1[CH:16]=[CH:15][CH:14]=[CH:13][C:12]=1[CH3:17])[C:7]([Cl:20])=[O:8])(=[O:3])[CH3:2]. Product: C(C)(=O)SCC(C(=O)Cl)CC1=C(C=CC=C1)C (2-acetylthiomethyl-3-(2-methylphenyl)propionyl chloride). The reactants are C(C)(=O)SCC(C(=O)O)CC1=C(C=CC=C1)C (2-acetylthiomethyl-3-(2-methylphenyl)propionic acid), S(=O)(Cl)Cl (thionyl chloride). Reaction conditions: time 18 hour. Run in C1(=CC=CC=C1)C (toluene). Reactants: CC(=C)C(=C)C (2,3-dimethylbutadiene), C(=C)C(=O)C (methyl vinyl ketone), compounds. Yields the product C(C)(=O)C1CC(=C(CC1)C)C (4-acetyl-1,2-dimethylcyclohexene). RXN SMILES: [CH3:1][C:2]([C:4]([CH3:6])=[CH2:5])=[CH2:3].[CH:7]([C:9]([CH3:11])=[O:10])=[CH2:8]>>[C:9]([CH:7]1[CH2:8][CH2:5][C:4]([CH3:6])=[C:2]([CH3:1])[CH2:3]1)(=[O:10])[CH3:11]. Procedure details: The reaction between 2,3-dimethylbutadiene and methyl vinyl ketone was performed in substantially the same manner as in Example 45, except that each of the compounds synthesized in Examples 42 to 44 was individually used as the Lewis acid catalyst. The yields of the reaction product (i.e., 4-acetyl-1,2-dimethylcyclohexene) are shown in Table 1. The reactants are CCN=C=NCCCN(C)C, CCOC(=O)c1c(C)oc(C(=O)O)c1C, Cl, N, O, O, On1nnc2ccccc21, c1ccncc1. Yields the product CCOC(=O)c1c(C)oc(C(N)=O)c1C. RXN SMILES: [CH2:2]([N:4]=[C:3]=[N:5][CH2:6][CH2:7][CH2:8][N:9]([CH3:10])[CH3:11])[CH3:12].[CH3:24][c:25]1[c:26]([C:36](=[O:37])[OH:38])[o:27][c:28]([CH3:35])[c:29]1[C:30](=[O:31])[O:32][CH2:33][CH3:34].[ClH:1].[NH3:39].[OH2:13].[OH2:40].[OH:14][n:15]1[c:16]2[cH:17][cH:18][cH:19][cH:20][c:21]2[n:22][n:23]1.[cH:41]1[cH:42][cH:43][n:44][cH:45][cH:46]1>>[NH2:4][C:36]([c:26]1[c:25]([CH3:24])[c:29]([C:30](=[O:31])[O:32][CH2:33][CH3:34])[c:28]([CH3:35])[o:27]1)=[O:38]. Reactants: CCOC(C)O, COc1cc2ncc(C#N)c(Cl)c2cc1OC, Cl, Cl, Nc1ccc2[nH]c(=O)sc2c1, [Na+], [Na+], O=C([O-])[O-], O, c1ccncc1. Yields the product COc1cc2ncc(C#N)c(Nc3ccc4[nH]c(=O)sc4c3)c2cc1OC. As a reaction SMILES: [CH2:36]([O:37][CH:38]([OH:39])[CH3:40])[CH3:41].[Cl:1][c:2]1[c:3]([C:16]#[N:17])[cH:4][n:5][c:6]2[cH:7][c:8]([O:14][CH3:15])[c:9]([O:12][CH3:13])[cH:10][c:11]12.[ClH:29].[ClH:48].[NH2:18][c:19]1[cH:20][c:21]2[c:22]([nH:23][c:24](=[O:26])[s:25]2)[cH:27][cH:28]1.[Na+:42].[Na+:43].[O-:44][C:45](=[O:46])[O-:47].[OH2:49].[n:30]1[cH:31][cH:32][cH:33][cH:34][cH:35]1>>[c:2]1([NH:18][c:19]2[cH:20][c:21]3[c:22]([nH:23][c:24](=[O:26])[s:25]3)[cH:27][cH:28]2)[c:3]([C:16]#[N:17])[cH:4][n:5][c:6]2[cH:7][c:8]([O:14][CH3:15])[c:9]([O:12][CH3:13])[cH:10][c:11]12. The reactants are N[C@@H](CS)C(=O)O (L-cysteine), O.Cl.N[C@@H](CS)C(=O)O (L-cysteine hydrochloride monohydrate), C(C)(=O)[O-].[Na+] (sodium acetate), COC1=CC=C(C=O)C=C1 (4-methoxybenzaldehyde). The solvent is C(C)O (ethanol), O (water), C(C)O (ethanol). Run at time 30 minute. Yields the product COC1=CC=C(C=O)C=C1 (4-methoxybenzaldehyde), COC1=CC=C(C=C1)C1SC[C@H](N1)C(=O)O ((4R)-2-(4-Methoxyphenyl)thiazolidine-4-carboxylic Acid). The yield is 90.0%. As a reaction SMILES: O.Cl.[NH2:3][C@H:4]([C:7]([OH:9])=[O:8])[CH2:5][SH:6].C([O-])(=O)C.[Na+].N[C@H](C(O)=O)CS.[CH3:22][O:23][C:24]1[CH:31]=[CH:30][C:27]([CH:28]=[O:29])=[CH:26][CH:25]=1>C(O)C.O>[CH3:22][O:23][C:24]1[CH:31]=[CH:30][C:27]([CH:28]=[O:29])=[CH:26][CH:25]=1.[CH3:22][O:23][C:24]1[CH:31]=[CH:30][C:27]([CH:28]2[NH:3][C@H:4]([C:7]([OH:9])=[O:8])[CH2:5][S:6]2)=[CH:26][CH:25]=1 |f:0.1.2,3.4|. Procedure details: A 22 L three-necked round bottom flask fitted with an internal temperature probe and a mechanical stirrer was charged with L-cysteine hydrochloride monohydrate (500.0 g, 2.85 mol), sodium acetate (260.0 g, 3.17 mol) and water (4 L). The mixture was stirred until all of the L-cysteine dissolved. A solution of 4-methoxybenzaldehyde (426.0 g, 3.13 mol) in ethanol (3.5 L) was prepared and added to the reaction dropwise such that the internal reaction temperature was kept below 30° C. The reaction we... Reactants: C1CCOC1, COc1cc2ncnc(Cl)c2cc1OCCCCl, [H-], Nc1cccc(S)c1, [Na+]. Yields the product COc1cc2ncnc(Sc3cccc(N)c3)c2cc1OCCCCl. As a reaction SMILES: [CH2:29]1[O:30][CH2:31][CH2:32][CH2:33]1.[Cl:11][c:12]1[n:13][cH:14][n:15][c:16]2[cH:17][c:18]([O:27][CH3:28])[c:19]([O:22][CH2:23][CH2:24][CH2:25][Cl:26])[cH:20][c:21]12.[H-:1].[NH2:3][c:4]1[cH:5][c:6]([SH:10])[cH:7][cH:8][cH:9]1.[Na+:2]>>[NH2:3][c:4]1[cH:5][c:6]([S:10][c:12]2[n:13][cH:14][n:15][c:16]3[cH:17][c:18]([O:27][CH3:28])[c:19]([O:22][CH2:23][CH2:24][CH2:25][Cl:26])[cH:20][c:21]23)[cH:7][cH:8][cH:9]1.